describe an organic reaction: reactants, conditions, products, and yield From a dataset of the Open Reaction Database (ORD), a public repository of structured organic reaction records. Starting materials: NCC(O)C1=CC=CC=C1 (2-amino-1-phenylethanol), C=O (formaldehyde). Solvent: C1CCOC1 (THF). Yields the product C1(=CC=CC=C1)C1CNCO1 (5-phenyloxazolidine). Isolated yield 91.0%. RXN SMILES: [NH2:1][CH2:2][CH:3]([C:5]1[CH:10]=[CH:9][CH:8]=[CH:7][CH:6]=1)[OH:4].[CH2:11]=O>C1COCC1>[C:5]1([CH:3]2[O:4][CH2:11][NH:1][CH2:2]2)[CH:10]=[CH:9][CH:8]=[CH:7][CH:6]=1. Procedure: A mixture of 2-amino-1-phenylethanol (1.000 g, 0.007 mmol) and formaldehyde (37%, 0.92 mL, 0.012 mmol) in THF (10 mL) was heated to reflux for 3 h and allowed to cool to ambient temperature with stirring over night. The mixture was concentrated and the residue was dissolved in dichloromethane. The resulting solution was washed with water. The organic phase was dried over anhydrous sodium sulphate, concentrated in vacuo. The yellowish residue was purified by column chromatography to obtain the ti... Reactants: C21H22N2, C1=CC=C2C(=C1)C(=O)C(C2=O)(O)O (ninhydrin spray), COC1=CC=C(C(C2=CC=CC=C2)(C2=CC=CC=C2)NCCN)C=C1 (N-(4-monomethoxytrityl)ethylenediamine), C22H24N2O, COC1=CC=C(C(C2=CC=C(C=C2)OC)(C2=CC=CC=C2)NCCN)C=C1 (N-(4,4′-dimethoxytrityl)ethylenediamine), Cl (HCl), C23H26N2O2, Cl (HCl), C1=CC=C2C(=C1)C(=O)C(C2=O)(O)O (ninhydrin spray), Cl (HCl), C1=CC=C2C(=C1)C(=O)C(C2=O)(O)O (ninhydrin spray). Solvent: C(Cl)Cl.CO (DCM MeOH), C(Cl)Cl.CO (DCM MeOH), C(Cl)Cl.CO (DCM MeOH). Product: C(C1=CC=CC=C1)(C1=CC=CC=C1)(C1=CC=CC=C1)NCCN (N-tritylethylenediamine). Reaction SMILES: C1C=C2C(C(O)(O)C(=O)C2=CC=1)=O.Cl.CO[C:17]1[CH:39]=[CH:38][C:20]([C:21]([NH:34][CH2:35][CH2:36][NH2:37])([C:28]2[CH:33]=[CH:32][CH:31]=[CH:30][CH:29]=2)[C:22]2[CH:27]=[CH:26][CH:25]=[CH:24][CH:23]=2)=[CH:19][CH:18]=1.COC1C=CC(C(NCCN)(C2C=CC=CC=2)C2C=CC(OC)=CC=2)=CC=1>C(Cl)Cl.CO>[C:21]([NH:34][CH2:35][CH2:36][NH2:37])([C:22]1[CH:23]=[CH:24][CH:25]=[CH:26][CH:27]=1)([C:28]1[CH:33]=[CH:32][CH:31]=[CH:30][CH:29]=1)[C:20]1[CH:38]=[CH:39][CH:17]=[CH:18][CH:19]=1 |f:4.5|. Reported procedure: C21H22N2 (288.42); RF=0.21 (DCM/MeOH 5:1, v/v); spot stains with ninhydrin spray or with HCl vapour); N-(4-monomethoxytrityl)ethylenediamine; C22H24N2O (332.45); RF=0.21 (DCM/MeOH 5:1, v/v); spot stains with ninhydrin spray or with HCl vapour); N-(4,4′-dimethoxytrityl)ethylenediamine; C23H26N2O2 (362.48); RF=0.22 (DCM/MeOH 5:1, v/v); spot stains with ninhydrin spray or with HCl vapour). Reactants: CC(C)(C)OC(=O)Nc1ccc(CBr)cn1, O=C([O-])[O-], O=C1NC(=O)C(c2ccccc2)=C1Cl, [K+], [K+], CN(C)C=O. Product: CC(C)(C)OC(=O)Nc1ccc(CN2C(=O)C(Cl)=C(c3ccccc3)C2=O)cn1. As a reaction SMILES: [Br:15][CH2:16][c:17]1[cH:18][cH:19][c:20]([NH:23][C:24]([O:25][C:26]([CH3:27])([CH3:28])[CH3:29])=[O:30])[n:21][cH:22]1.[C:31](=[O:32])([O-:33])[O-:34].[Cl:1][C:2]1=[C:6]([c:7]2[cH:8][cH:9][cH:10][cH:11][cH:12]2)[C:5](=[O:13])[NH:4][C:3]1=[O:14].[K+:35].[K+:36].[O:37]=[CH:38][N:39]([CH3:40])[CH3:41]>>[Cl:1][C:2]1=[C:6]([c:7]2[cH:8][cH:9][cH:10][cH:11][cH:12]2)[C:5](=[O:13])[N:4]([CH2:16][c:17]2[cH:18][cH:19][c:20]([NH:23][C:24]([O:25][C:26]([CH3:27])([CH3:28])[CH3:29])=[O:30])[n:21][cH:22]2)[C:3]1=[O:14]. The reactants are [OH-].[Na+] (sodium hydroxide), FC1=C(C=CC(=C1)F)NCC=1C=NC=CC1 (3-(2,4-difluorophenylaminomethyl)pyridine), C([O-])(O)=O.[Na+] (sodium bicarbonate), C([O-])([O-])=O.[K+].[K+] (potassium carbonate), C(CCC)S(=O)(=O)Cl (butanesulfonyl chloride). Solvent: ClCCl (dichloromethane), ClCCl (dichloromethane). Product: FC1=C(C=CC(=C1)F)N(S(=O)(=O)CCCC)CC=1C=NC=CC1 (N-(2,4-difluorophenyl)-N-(pyridin-3-ylmethyl)butanesulfonamide). RXN SMILES: [F:1][C:2]1[CH:7]=[C:6]([F:8])[CH:5]=[CH:4][C:3]=1[NH:9][CH2:10][C:11]1[CH:12]=[N:13][CH:14]=[CH:15][CH:16]=1.C(=O)([O-])[O-].[K+].[K+].[CH2:23]([S:27](Cl)(=[O:29])=[O:28])[CH2:24][CH2:25][CH3:26].C(=O)(O)[O-].[Na+].[OH-].[Na+]>ClCCl>[F:1][C:2]1[CH:7]=[C:6]([F:8])[CH:5]=[CH:4][C:3]=1[N:9]([CH2:10][C:11]1[CH:12]=[N:13][CH:14]=[CH:15][CH:16]=1)[S:27]([CH2:23][CH2:24][CH2:25][CH3:26])(=[O:29])=[O:28] |f:1.2.3,5.6,7.8|. Reported procedure: A 4.4 g. portion of 3-(2,4-difluorophenylaminomethyl)pyridine was dissolved in 15 ml. of dichloromethane, and to it were added 4.1 g. of potassium carbonate and 4.7 g. of butanesulfonyl chloride. The mixture was stirred under gentle reflux for several days, and was then cooled and diluted with 20 ml. of aqueous sodium bicarbonate and 5 ml. of aqueous sodium hydroxide. Some additional dichloromethane was added, and the suspension was shaken and the organic layer separated. It was washed with aque... Reactants: ClC1=C(C=C(C=C1)COCCCN(C(OC(C)(C)C)=O)C)C(=O)NCC12CC3CC(CC(C1)C3)C2 ([3-[[4-Chloro-3-[[(tricyclo[3.3. 1.13,7]dec-1-ylmethyl)amino]carbonyl]phenyl]-methoxy]propyl]methyl-carbamic acid, 1,1-dimethylethyl ester), Cl (hydrogen chloride), CO (methanol), N (ammonia). Run in O1CCOCC1 (1,4-dioxane). Product: N (ammonia), ClC1=C(C(=O)NCC23CC4CC(CC(C2)C4)C3)C=C(C=C1)COCCCNC (2-Chloro-5-[[3-(methylamino)propoxy]methyl]-N-(tricyclo[3.3.1.13,7]dec-1-ylmethyl)-benzamide). Isolated yield 112.0%. RXN SMILES: [Cl:1][C:2]1[CH:7]=[CH:6][C:5]([CH2:8][O:9][CH2:10][CH2:11][CH2:12][N:13](C)[C:14](=O)OC(C)(C)C)=[CH:4][C:3]=1[C:22]([NH:24][CH2:25][C:26]12[CH2:35][CH:30]3[CH2:31][CH:32]([CH2:34][CH:28]([CH2:29]3)[CH2:27]1)[CH2:33]2)=[O:23].Cl.CO.N>O1CCOCC1>[NH3:13].[Cl:1][C:2]1[CH:7]=[CH:6][C:5]([CH2:8][O:9][CH2:10][CH2:11][CH2:12][NH:13][CH3:14])=[CH:4][C:3]=1[C:22]([NH:24][CH2:25][C:26]12[CH2:33][CH:32]3[CH2:31][CH:30]([CH2:29][CH:28]([CH2:34]3)[CH2:27]1)[CH2:35]2)=[O:23]. Procedure: [3-[[4-Chloro-3-[[(tricyclo[3.3. 1.13,7]dec-1-ylmethyl)amino]carbonyl]phenyl]-methoxy]propyl]methyl-carbamic acid, 1,1-dimethylethyl ester (0.236 g, Example 23b), 4M hydrogen chloride in 1,4-dioxane (5 ml and methanol (5 ml) were stirred together under nitrogen for 3 h, then poured into 25% aqueous ammonia solution and concentrated under reduced pressure to give the free base. This was purified by column chromatography over silica gel, eluting with 19:1:0.1/dichloromethane:methanol: ammonia to a... Reactants: O=C(O)c1ccc(Br)cc1F, CN(C)C=O, CC(C)CO, [H-], [Na+]. Product: CC(C)COc1cc(Br)ccc1C(=O)O. As a reaction SMILES: [Br:8][c:9]1[cH:10][c:11]([F:18])[c:12]([C:13](=[O:14])[OH:15])[cH:16][cH:17]1.[CH3:19][N:20]([CH3:21])[CH:22]=[O:23].[CH3:3][CH:4]([CH2:5][OH:6])[CH3:7].[H-:1].[Na+:2]>>[CH3:3][CH:4]([CH2:5][O:6][c:11]1[cH:10][c:9]([Br:8])[cH:17][cH:16][c:12]1[C:13](=[O:14])[OH:15])[CH3:7]. The reactants are CC(CCCC1C(NC(N1)=O)=O)(C)[N+](=O)[O-] (5-(4-methyl-4-nitropentyl)hydantoin), C([O-])([O-])=O.[K+].[K+] (potassium carbonate), C([O-])([O-])=O.[Na+].[Na+] (sodium carbonate), CC(CCCC1C(NC(N1)=O)=O)(C)[N+](=O)[O-] (5-(4-methyl-4-nitropentyl)hydantoin), [OH-].[Ba+2].[OH-] (barium hydroxide), [OH-].[Na+] (sodium hydroxide), [OH-].[K+] (potassium hydroxide), [OH-].[Ca+2].[OH-] (calcium hydroxide). The product is NC(C(=O)O)CCCC(C)([N+](=O)[O-])C (2-amino-6-methyl-6-nitroheptanoic acid). As a reaction SMILES: [CH3:1][C:2]([N+:14]([O-:16])=[O:15])([CH3:13])[CH2:3][CH2:4][CH2:5][CH:6]1[NH:10]C(=O)N[C:7]1=[O:12].[OH-].[Na+].[OH-].[K+].C(=O)([O-])[O-:22].[Na+].[Na+].C(=O)([O-])[O-].[K+].[K+].[OH-].[Ca+2].[OH-].[OH-].[Ba+2].[OH-]>>[NH2:10][CH:6]([CH2:5][CH2:4][CH2:3][C:2]([CH3:1])([N+:14]([O-:16])=[O:15])[CH3:13])[C:7]([OH:12])=[O:22] |f:1.2,3.4,5.6.7,8.9.10,11.12.13,14.15.16|. Procedure details: 5-(4-Methyl-4-nitropentyl)hydantoin is hydrolyzed with alkali to give 2-amino-6-methyl-6-nitroheptanoic acid (see JP-A-11-140076). For example, 5-(4-methyl-4-nitropentyl)hydantoin is hydrolyzed in an aqueous solution preferably in the presence of 1-3 equivalents of alkali, such as sodium hydroxide, potassium hydroxide, sodium carbonate, potassium carbonate, calcium hydroxide, barium hydroxide and the like, relative to 5-(4-methyl-4-nitropentyl)hydantoin generally at 20-200° C., preferably 100-15...